From a dataset of the Open Reaction Database (ORD), a public repository of structured organic reaction records. describe an organic reaction: reactants, conditions, products, and yield Reactants: ClS(=O)(=O)O (chlorosulfonic acid), BrC1=CC2=C(OC(C2)C)C=C1 (5-bromo-2,3-dihydro-2-methylbenzo[b]furan). Run in C(Cl)(Cl)Cl (chloroform), ice water. Reaction conditions: time 15 minute. Yields the product BrC1=CC2=C(OC(C2)C)C(=C1)OS(=O)(=O)Cl (5-bromo-2,3-dihydro-2-methyl-7-benzo[b]furanylsulfochloride). Yield: 61.7%. Reaction SMILES: [Cl:1][S:2]([OH:5])(=[O:4])=[O:3].[Br:6][C:7]1[CH:16]=[CH:15][C:10]2[O:11][CH:12]([CH3:14])[CH2:13][C:9]=2[CH:8]=1>C(Cl)(Cl)Cl>[Br:6][C:7]1[CH:16]=[C:15]([O:3][S:2]([Cl:1])(=[O:5])=[O:4])[C:10]2[O:11][CH:12]([CH3:14])[CH2:13][C:9]=2[CH:8]=1. Reported procedure: 470 g (4.03 moles) of chlorosulfonic acid are added dropwise over 20 minutes at -7° C. to a solution of 106 g (0.5 mole) of 5-bromo-2,3-dihydro-2-methylbenzo[b]furan in 300 ml of chloroform, and the mixture is then stirred for a further 15 minutes at 20°-25° C. The reaction mixture is taken up in ice/water, the organic phase is separated, and aqueous phase is extracted with two 500 ml portions of chloroform. The combined organic phases are washed with two 250 ml portions of water, dried over sod... The reactants are resultant solution, ice, Cl (HCl), N(=O)[O-].[Na+] (Sodium nitrite), NC1=C(C(=O)O)C=CC=C1C (2-amino-3-methylbenzoic acid), Cl (HCl), ice. The reagents and catalysts are Cl[Cu] (CuCl). Run in O (water), O (water), [OH-].[Na+] (NaOH). Run at temperature 0 celsius. The product is ClC1=C(C(=O)O)C=CC=C1C (2-Chloro-3-methylbenzoic Acid). RXN SMILES: N([O-])=O.[Na+].N[C:6]1[C:14]([CH3:15])=[CH:13][CH:12]=[CH:11][C:7]=1[C:8]([OH:10])=[O:9].[ClH:16]>O.[OH-].[Na+].Cl[Cu]>[Cl:16][C:6]1[C:14]([CH3:15])=[CH:13][CH:12]=[CH:11][C:7]=1[C:8]([OH:10])=[O:9] |f:0.1,5.6|. Procedure: Sodium nitrite (14.0 g; 0.2 mol) was added to a solution of 2-amino-3-methylbenzoic acid (30.2 g; 0.2 mol) in a mixture of water (200 mL) and NaOH/aq (30%; 24 mL). The solution was cooled to 0° C. and was added dropwise, with stirring, to a mixture of HCl (conc.; 87.6 mL) and ice (100 g). After stirring for a few minutes, the resultant solution was added to an ice cold mixture of HCl/aq (23%; 100 g), CuCl (20 g; 0.2 mol) and water (40 mL). The solution was stirred at room temperature for 30 minu...